Dataset: the Open Reaction Database (ORD), a public repository of structured organic reaction records. Task: describe an organic reaction: reactants, conditions, products, and yield Reactants: [OH-].[Na+] (sodium hydroxide), C(C)(=O)NCCCC(=O)C1=C(CCC(=O)NCC(=O)OCC)C=C(C=C1)Cl (ethyl N-[2-(4-acetamidobutyryl)-5-chlorohydrocinnamoyl]glycinate). The solvent is O1CCCC1 (tetrahydrofuran). Reaction conditions: time 1 hour. Yields the product C(C)(=O)NCCCC(=O)C1=C(CCC(=O)NCC(=O)O)C=C(C=C1)Cl (N-[2-(4-acetamidobutyryl)-5-chlorohydrocinnamoyl]glycine). As a reaction SMILES: [OH-].[Na+].[C:3]([NH:6][CH2:7][CH2:8][CH2:9][C:10]([C:12]1[CH:28]=[CH:27][C:26]([Cl:29])=[CH:25][C:13]=1[CH2:14][CH2:15][C:16]([NH:18][CH2:19][C:20]([O:22]CC)=[O:21])=[O:17])=[O:11])(=[O:5])[CH3:4]>O1CCCC1>[C:3]([NH:6][CH2:7][CH2:8][CH2:9][C:10]([C:12]1[CH:28]=[CH:27][C:26]([Cl:29])=[CH:25][C:13]=1[CH2:14][CH2:15][C:16]([NH:18][CH2:19][C:20]([OH:22])=[O:21])=[O:17])=[O:11])(=[O:5])[CH3:4] |f:0.1|. Procedure: 15 ml of 2N sodium hydroxide solution are added to a solution of 1.50 g (0.004 mol) of ethyl N-[2-(4-acetamidobutyryl)-5-chlorohydrocinnamoyl]glycinate in 15 ml of tetrahydrofuran and the mixture is stirred at room temperature for 1 hour. After acidification with 17 ml of 2N hydrochloric acid, the mixture is extracted with ethyl acetate/water, dried with magnesium sulfate and the solvent is distilled in a vacuum. Recrystallization from ethyl acetate/ether yields N-[2-(4-acetamidobutyryl)-5-chlor... The reactants are C1CCOC1, Cc1ccc(Nc2cc(=O)n(C)cc2C(=O)Oc2c(F)c(F)c(F)c(F)c2F)c(F)c1, N. The product is Cc1ccc(Nc2cc(=O)n(C)cc2C(N)=O)c(F)c1. Reaction SMILES: [CH2:33]1[O:34][CH2:35][CH2:36][CH2:37]1.[F:2][c:3]1[c:4]([NH:5][c:6]2[c:7]([C:14](=[O:15])[O:16][c:17]3[c:18]([F:19])[c:20]([F:21])[c:22]([F:23])[c:24]([F:25])[c:26]3[F:27])[cH:8][n:9]([CH3:13])[c:10](=[O:12])[cH:11]2)[cH:28][cH:29][c:30]([CH3:32])[cH:31]1.[NH3:1]>>[NH2:1][C:14]([c:7]1[c:6]([NH:5][c:4]2[c:3]([F:2])[cH:31][c:30]([CH3:32])[cH:29][cH:28]2)[cH:11][c:10](=[O:12])[n:9]([CH3:13])[cH:8]1)=[O:15]. Starting materials: ice, C(C)(C)(C)OC(NC1=CC(=C(C=C1)C#CCN(C)C)Cl)=O ([3-chloro-4-(3-dimethylamino-prop-1-ynyl)-phenyl]-carbamic acid tert-butyl ester), ClC=1C=C(C(=O)OO)C=CC1 (3-chloroperoxybenzoic acid). Procedure: To an ice cold solution of [3-chloro-4-(3-dimethylamino-prop-1-ynyl)-phenyl]-carbamic acid tert-butyl ester (4.0 g) in dichloromethane (30 ml) is added in small portions 3-chloroperoxybenzoic acid (2.34 g). After the reaction is stirred at 0° C. for 20 minutes, the mixture is passed over twenty weight equivalents of basic alumina (Brockmann Grade I, 150 mesh) and the N-oxide is eluted using a solution of 5% methanol in dichloromethane. All fractions containing the desired amine N-oxide were comb... Conditions: temperature 0 celsius, time 20 minute. Yields the product C(C)(C)(C)OC(NC1=CC(=C(C=C1)C(C=CN(C)C)=O)Cl)=O ([3-Chloro-4-(3-dimethylamino-acryloyl)-phenyl]-carbamic acid tert-butyl ester). Solvent: ClCCl (dichloromethane). As a reaction SMILES: [C:1]([O:5][C:6](=[O:21])[NH:7][C:8]1[CH:13]=[CH:12][C:11]([C:14]#[C:15][CH2:16][N:17]([CH3:19])[CH3:18])=[C:10]([Cl:20])[CH:9]=1)([CH3:4])([CH3:3])[CH3:2].ClC1C=C(C=CC=1)C(OO)=[O:27]>ClCCl>[C:1]([O:5][C:6](=[O:21])[NH:7][C:8]1[CH:13]=[CH:12][C:11]([C:14](=[O:27])[CH:15]=[CH:16][N:17]([CH3:18])[CH3:19])=[C:10]([Cl:20])[CH:9]=1)([CH3:4])([CH3:2])[CH3:3]. Starting materials: COc1ccc(C(=O)Cl)cc1OC, ClC(Cl)Cl, Cl, ClCC1CNC(c2ccccc2)O1, c1ccncc1. Yields the product COc1ccc(C(=O)NCC(O)CCl)cc1OC. As a reaction SMILES: [CH3:1][O:2][c:3]1[cH:4][c:5]([C:6](=[O:7])[Cl:8])[cH:9][cH:10][c:11]1[O:12][CH3:13].[CH:28]([Cl:29])([Cl:30])[Cl:31].[ClH:27].[c:14]1([CH:15]2[O:21][CH:22]([CH2:25][Cl:26])[CH2:23][NH:24]2)[cH:16][cH:17][cH:18][cH:19][cH:20]1.[cH:32]1[cH:33][cH:34][n:35][cH:36][cH:37]1>>[CH3:1][O:2][c:3]1[cH:4][c:5]([C:6](=[O:7])[NH:24][CH2:23][CH:22]([OH:21])[CH2:25][Cl:26])[cH:9][cH:10][c:11]1[O:12][CH3:13].